Dataset: the Open Reaction Database (ORD), a public repository of structured organic reaction records. Task: describe an organic reaction: reactants, conditions, products, and yield Starting materials: C1CCOC1, CO, CCOC(=O)c1csc(Oc2ccccc2)n1, O. Product: O=C(O)c1csc(Oc2ccccc2)n1. Reaction SMILES: [CH2:18]1[O:19][CH2:20][CH2:21][CH2:22]1.[CH3:23][OH:24].[O:1]([c:2]1[cH:3][cH:4][cH:5][cH:6][cH:7]1)[c:8]1[s:9][cH:10][c:11]([C:13](=[O:14])[O:15][CH2:16][CH3:17])[n:12]1.[OH2:25]>>[O:1]([c:2]1[cH:3][cH:4][cH:5][cH:6][cH:7]1)[c:8]1[s:9][cH:10][c:11]([C:13](=[O:14])[OH:15])[n:12]1. Reactants: C(C)(C)Br (Isopropyl bromide), COC=1C=C(C=CC1OC)C=CC1=NC(=NO1)CC1CCNCC1 (4-{5-[2-(3,4-Dimethoxy-phenyl)-vinyl]-[1,2,4]oxadiazol-3-ylmethyl}-piperidine), COC=1C=C(C=CC1OC)C=CC1=NC(=NO1)CC1CCNCC1 (4-{5-[2-(3,4-Dimethoxy-phenyl)-vinyl]-[1,2,4]oxadiazol-3-ylmethyl}-piperidine), C([O-])([O-])=O.[K+].[K+] (potassium carbonate), ice water. Run in CN(C)C=O (DMF). Yields the product COC=1C=C(C=CC1OC)C=CC1=NC(=NO1)CC1CCN(CC1)C(C)C (4-{5-[2-(3,4-Dimethoxy-phenyl)-vinyl]-[1,2,4]oxadiazol-3-ylmethyl}-1-isopropyl-piperidine). RXN SMILES: [CH:1](Br)([CH3:3])[CH3:2].[CH3:5][O:6][C:7]1[CH:8]=[C:9]([CH:15]=[CH:16][C:17]2[O:21][N:20]=[C:19]([CH2:22][CH:23]3[CH2:28][CH2:27][NH:26][CH2:25][CH2:24]3)[N:18]=2)[CH:10]=[CH:11][C:12]=1[O:13][CH3:14].C(=O)([O-])[O-].[K+].[K+]>CN(C=O)C>[CH3:5][O:6][C:7]1[CH:8]=[C:9]([CH:15]=[CH:16][C:17]2[O:21][N:20]=[C:19]([CH2:22][CH:23]3[CH2:28][CH2:27][N:26]([CH:1]([CH3:3])[CH3:2])[CH2:25][CH2:24]3)[N:18]=2)[CH:10]=[CH:11][C:12]=1[O:13][CH3:14] |f:2.3.4|. Procedure: Isopropyl bromide (0.13 mL, 1.45 mmol) was added slowly into a mixture of 4-{5-[2-(3,4-dimethoxy-phenyl)-vinyl]-[1,2,4]oxadiazol-3-ylmethyl}-piperidine (compound of Example 19; 0.4 g, 1.21 mmol) and anhydrous potassium carbonate (0.25 g, 1.82 mmol) in dry DMF (10 mL). The reaction mixture was heated at 55° C. to 60° C. for 4 h. The reaction mixture was cooled to room temperature and ice water (5 mL) was added into it. The solid obtained was filtered and dried. Reactants: CCC(O)(CC)c1cnc(Sc2ccc3c(-c4ccc(F)cc4)cc(=O)oc3c2)s1, CC[SiH](CC)CC, ClCCl, O=C(O)C(F)(F)F. The product is CCC(CC)c1cnc(Sc2ccc3c(-c4ccc(F)cc4)cc(=O)oc3c2)s1. As a reaction SMILES: [CH2:1]([CH3:2])[C:3]([CH2:4][CH3:5])([OH:6])[c:7]1[cH:8][n:9][c:10]([S:12][c:13]2[cH:14][cH:15][c:16]3[c:17](-[c:24]4[cH:25][cH:26][c:27]([F:30])[cH:28][cH:29]4)[cH:18][c:19](=[O:23])[o:20][c:21]3[cH:22]2)[s:11]1.[CH2:31]([SiH:32]([CH2:33][CH3:34])[CH2:35][CH3:36])[CH3:37].[Cl:45][CH2:46][Cl:47].[F:38][C:39]([F:40])([F:41])[C:42]([OH:43])=[O:44]>>[CH2:1]([CH3:2])[CH:3]([CH2:4][CH3:5])[c:7]1[cH:8][n:9][c:10]([S:12][c:13]2[cH:14][cH:15][c:16]3[c:17](-[c:24]4[cH:25][cH:26][c:27]([F:30])[cH:28][cH:29]4)[cH:18][c:19](=[O:23])[o:20][c:21]3[cH:22]2)[s:11]1.